Dataset: the Open Reaction Database (ORD), a public repository of structured organic reaction records. Task: describe an organic reaction: reactants, conditions, products, and yield Reactants: COC(=O)CCCBr, C1CCC2=NCCCN2CC1, C1CCOC1, O=C1Nc2ccc(I)cc2C1=O. The product is COC(=O)CCCN1C(=O)C(=O)c2cc(I)ccc21. As a reaction SMILES: [Br:24][CH2:25][CH2:26][CH2:27][C:28](=[O:29])[O:30][CH3:31].[CH2:13]1[CH2:14][CH2:15][C:16]2=[N:21][CH2:20][CH2:19][CH2:18][N:17]2[CH2:22][CH2:23]1.[CH2:32]1[O:33][CH2:34][CH2:35][CH2:36]1.[I:1][c:2]1[cH:3][c:4]2[c:8]([cH:9][cH:10]1)[NH:7][C:6](=[O:11])[C:5]2=[O:12]>>[I:1][c:2]1[cH:3][c:4]2[c:8]([cH:9][cH:10]1)[N:7]([CH2:25][CH2:26][CH2:27][C:28](=[O:29])[O:30][CH3:31])[C:6](=[O:11])[C:5]2=[O:12]. Starting materials: Cl.BrC1=CC=NC=C1 (4-bromopyridine hydrochloride), C(#C)[Si](C)(C)C (ethynyl-trimethyl-silane), C(C)(C)N(CC)C(C)C (diisopropyl ethyl amine). The reagents and catalysts are Cl[Pd]([P](C1=CC=CC=C1)(C2=CC=CC=C2)C3=CC=CC=C3)([P](C4=CC=CC=C4)(C5=CC=CC=C5)C6=CC=CC=C6)Cl (PdCl2(PPh3)2), [Cu]I (CuI). Run in CN(C)C=O (DMF), C(Cl)Cl (methylene chloride). The product is C[Si](C)(C)C#CC1=CC=NC=C1 (4-Trimethylsilanylethynyl-pyridine). As a reaction SMILES: Cl.Br[C:3]1[CH:8]=[CH:7][N:6]=[CH:5][CH:4]=1.[C:9]([Si:11]([CH3:14])([CH3:13])[CH3:12])#[CH:10].C(N(C(C)C)CC)(C)C>CN(C=O)C.C(Cl)Cl.Cl[Pd](Cl)([P](C1C=CC=CC=1)(C1C=CC=CC=1)C1C=CC=CC=1)[P](C1C=CC=CC=1)(C1C=CC=CC=1)C1C=CC=CC=1.[Cu]I>[CH3:12][Si:11]([C:9]#[C:10][C:3]1[CH:8]=[CH:7][N:6]=[CH:5][CH:4]=1)([CH3:14])[CH3:13] |f:0.1,^1:34,53|. Procedure: Heat a mixture of 4-bromopyridine hydrochloride (1.0 eq), ethynyl-trimethyl-silane (2.0 eq), PdCl2(PPh3)2 (0.1 eq), CuI (0.2 eq) and diisopropyl ethyl amine (10 eq) in DMF at 70° C. for 18 hours. Dilute with methylene chloride, and wash with water. Dry over MgSO4, filter and concentrate in vacuo. Purify the residue by flash chromatography on silica gel to give the title compound. MS (IS) 176.0 (M+1); TLC (20% ether in hexanes): Rf=0.1. Reactants: FC1=C(C=C(C=C1)OC)C1=C(C=C(C=C1)OCC1=CC=C(C=C1)OC)C(C(CC)(C)C)=O (1-(2′-fluoro-5′-methoxy-4-((4-methoxybenzyl)oxy)-[1,1′-biphenyl]-2-yl)-2,2-dimethylbutan-1-one), [H-].[Al+3].[Li+].[H-].[H-].[H-] (lithium aluminum hydride), O.O.O.O.O.O.O.O.O.O.S(=O)(=O)([O-])[O-].[Na+].[Na+] (sodium sulfate decahydrate). The solvent is C1CCOC1 (THF), C1CCOC1 (THF). Reaction conditions: time 10 minute. Product: FC1=C(C=C(C=C1)OC)C1=C(C=C(C=C1)OCC1=CC=C(C=C1)OC)C(C(CC)(C)C)O (1-(2′-fluoro-5′-methoxy-4-((4-methoxybenzyl)oxy)-[1,1′-biphenyl]-2-yl)-2,2-dimethylbutan-1-ol). Isolated yield 95.1%. As a reaction SMILES: [H-].[Al+3].[Li+].[H-].[H-].[H-].[F:7][C:8]1[CH:13]=[CH:12][C:11]([O:14][CH3:15])=[CH:10][C:9]=1[C:16]1[CH:21]=[CH:20][C:19]([O:22][CH2:23][C:24]2[CH:29]=[CH:28][C:27]([O:30][CH3:31])=[CH:26][CH:25]=2)=[CH:18][C:17]=1[C:32](=[O:38])[C:33]([CH3:37])([CH3:36])[CH2:34][CH3:35].O.O.O.O.O.O.O.O.O.O.S([O-])([O-])(=O)=O.[Na+].[Na+]>C1COCC1>[F:7][C:8]1[CH:13]=[CH:12][C:11]([O:14][CH3:15])=[CH:10][C:9]=1[C:16]1[CH:21]=[CH:20][C:19]([O:22][CH2:23][C:24]2[CH:29]=[CH:28][C:27]([O:30][CH3:31])=[CH:26][CH:25]=2)=[CH:18][C:17]=1[CH:32]([OH:38])[C:33]([CH3:37])([CH3:36])[CH2:34][CH3:35] |f:0.1.2.3.4.5,7.8.9.10.11.12.13.14.15.16.17.18.19|. Procedure details: Under a nitrogen atmosphere, to a suspension of lithium aluminum hydride (28.2 mg) in THF (5.7 mL) was added dropwise a solution of 1-(2′-fluoro-5′-methoxy-4-((4-methoxybenzyl)oxy)-[1,1′-biphenyl]-2-yl)-2,2-dimethylbutan-1-one (162.2 mg) in THF (1.9 mL) at 0° C., and the mixture was stirred for 10 min. To the reaction mixture was added a small portion of sodium sulfate decahydrate at 0° C., and the mixture was filtered. The solvent was evaporated under reduced pressure, and the residue was purif... The reactants are CCc1cccc(C(O)c2nc(-c3ccccc3)nn2C)c1, CCc1ccc(F)c(C=O)c1, Cn1cnc(-c2ccccc2)n1. Yields the product CCc1ccc(F)c(C(O)c2nc(-c3ccccc3)nn2C)c1. As a reaction SMILES: [CH2:1]([CH3:2])[c:3]1[cH:4][c:5]([CH:9]([OH:10])[c:11]2[n:12]([CH3:22])[n:13][c:14](-[c:16]3[cH:17][cH:18][cH:19][cH:20][cH:21]3)[n:15]2)[cH:6][cH:7][cH:8]1.[CH2:35]([c:36]1[cH:37][cH:38][c:39]([F:45])[c:40]([CH:42]=[O:43])[cH:41]1)[CH3:44].[CH3:23][n:24]1[cH:25][n:26][c:27](-[c:28]2[cH:29][cH:30][cH:31][cH:32][cH:33]2)[n:34]1>>[CH2:1]([CH3:2])[c:3]1[cH:4][c:5]([CH:9]([OH:10])[c:11]2[n:12]([CH3:22])[n:13][c:14](-[c:16]3[cH:17][cH:18][cH:19][cH:20][cH:21]3)[n:15]2)[c:6]([F:45])[cH:7][cH:8]1. Reactants: C(=O)=O (dry ice), COC1=C(CNC2=NC=NS2)C=CC(=C1)OC (N-(2,4-dimethoxybenzyl)-1,2,4-thiadiazol-5-amine), ClC1=NC=CC2=CC(=CC=C12)S(=O)(=O)Cl (1-chloroisoquinoline-6-sulfonyl chloride), C[Si](C)(C)[N-][Si](C)(C)C.[Li+] (lithium bis(trimethylsilyl)amide). The solvent is CC(=O)C (acetone), C1CCOC1 (THF), C1CCOC1 (THF). Reaction conditions: time 5 minute. The product is ClC1=NC=CC2=CC(=CC=C12)S(=O)(=O)N(C1=NC=NS1)CC1=C(C=C(C=C1)OC)OC (1-chloro-N-(2,4-dimethoxybenzyl)-N-(1,2,4-thiadiazol-5-yl)isoquinoline-6-sulfonamide). Isolated yield 36.3%. Reaction SMILES: [CH3:1][O:2][C:3]1[CH:15]=[C:14]([O:16][CH3:17])[CH:13]=[CH:12][C:4]=1[CH2:5][NH:6][C:7]1[S:11][N:10]=[CH:9][N:8]=1.C(=O)=O.C[Si]([N-][Si](C)(C)C)(C)C.[Li+].[Cl:31][C:32]1[C:41]2[C:36](=[CH:37][C:38]([S:42](Cl)(=[O:44])=[O:43])=[CH:39][CH:40]=2)[CH:35]=[CH:34][N:33]=1>C1COCC1.CC(C)=O>[Cl:31][C:32]1[C:41]2[C:36](=[CH:37][C:38]([S:42]([N:6]([CH2:5][C:4]3[CH:12]=[CH:13][C:14]([O:16][CH3:17])=[CH:15][C:3]=3[O:2][CH3:1])[C:7]3[S:11][N:10]=[CH:9][N:8]=3)(=[O:44])=[O:43])=[CH:39][CH:40]=2)[CH:35]=[CH:34][N:33]=1 |f:2.3|. Procedure: A 250 mL round bottom flask was charged with N-(2,4-dimethoxybenzyl)-1,2,4-thiadiazol-5-amine (2.291 g, 9.12 mmol) and THF (45.6 mL). The resulting mixture was cooled in a dry ice and acetone bath for 10 min. To this solution was added lithium bis(trimethylsilyl)amide (13.68 mL, 13.68 mmol) dropwise over 30 seconds. The ice bath was removed for 10 minutes and then the flask was returned to the bath for an additional 5 minutes. A solution of 1-chloroisoquinoline-6-sulfonyl chloride (2.39 g, 9.12 ... Product: CC1(C)Oc2c(-c3cnc(N)c(C#N)n3)cccc2C1O. Reactants: O=C([O-])[O-], Cc1ccccc1, [K+], [K+], N#Cc1nc(Br)cnc1N, CC1(C)Oc2c(B(O)O)cccc2C1O. RXN SMILES: [C:26](=[O:27])([O-:28])[O-:29].[CH3:32][c:33]1[cH:34][cH:35][cH:36][cH:37][cH:38]1.[K+:30].[K+:31].[NH2:1][c:2]1[n:3][cH:4][c:5]([Br:10])[n:6][c:7]1[C:8]#[N:9].[OH:11][CH:12]1[C:13]([CH3:24])([CH3:25])[O:14][c:15]2[c:16]1[cH:17][cH:18][cH:19][c:20]2[B:21]([OH:22])[OH:23]>>[NH2:1][c:2]1[n:3][cH:4][c:5](-[c:20]2[c:15]3[c:16]([cH:17][cH:18][cH:19]2)[CH:12]([OH:11])[C:13]([CH3:24])([CH3:25])[O:14]3)[n:6][c:7]1[C:8]#[N:9]. Reactants: CC(CC)O (2-butanol), C(C)(C)[N-]C(C)C.[Li+] (lithium diisopropylamide), C1CCOC1 (THF), solution, COCCO[AlH2-]OCCOC.[Na+] (VITRIDE). Run in C1(=CC=CC=C1)C (toluene). Yields the product CC1=C(C(CCC1)(C)C)C=O (beta-cyclocitral). Yield: 67.0%. Reaction SMILES: C([N-][CH:5]([CH3:7])[CH3:6])(C)C.[Li+].COCCO[AlH2-]O[CH2:16][CH2:17][O:18]C.[Na+].[CH3:21][CH:22](O)[CH2:23][CH3:24].[CH2:26]1COCC1>C1(C)C=CC=CC=1>[CH3:21][C:22]1[CH2:23][CH2:24][CH2:26][C:5]([CH3:6])([CH3:7])[C:16]=1[CH:17]=[O:18] |f:0.1,2.3|. Procedure details: 2.0 G (0.011M) of methyl beta-cyclogeranate were slowly added at -78° to a solution of lithium diisopropylamide (1.05 equiv.) in 30 ml of THF. Once the introduction is over, the temperature of the reaction mixture was increased to 15° and 3.17 ml (0.011M) of a 70% solution of VITRIDE in toluene were rapidly added thereto. The reaction temperature was increased to 40° and after 45 mn, the mixture was treated with 4.07 g of 2-butanol (0.055M). After subjecting the mixture to the same treatments as... Reactants: IC1=C(C(=NC=C1C)OC)C (4-iodo-2-methoxy-3,5-dimethylpyridine), COC1=C(CN2C(C3=C(C=4C=CC(=CC24)B(O)O)N(N=C3)C3CCOCC3)=O)C=CC(=C1)OC ([5-(2,4-dimethoxybenzyl)-4-oxo-1-(tetrahydro-2H-pyran-4-yl)-4,5-dihydro-1H-pyrazolo[4,3-c]quinolin-7-yl]boronic acid), C([O-])([O-])=O.[Cs+].[Cs+] (cesium carbonate), FC1=C(C=CC(=C1)B1OC(C(O1)(C)C)(C)C)C1=C(C=NN1[C@@H]1COCC1)C(=O)OCC (ethyl 5-[2-fluoro-4-(4,4,5,5-tetramethyl-1,3,2-dioxaborolan-2-yl)phenyl]-1-[(S)-tetrahydrofuran-3-yl]-1H-pyrazole-4-carboxylate). The reagents and catalysts are C=1C=CC(=CC1)[P](C=2C=CC=CC2)(C=3C=CC=CC3)[Pd]([P](C=4C=CC=CC4)(C=5C=CC=CC5)C=6C=CC=CC6)([P](C=7C=CC=CC7)(C=8C=CC=CC8)C=9C=CC=CC9)[P](C=1C=CC=CC1)(C=1C=CC=CC1)C=1C=CC=CC1 (Pd(PPh3)4). Run in O1CCOCC1 (1,4-dioxane), O (Water). Product: FC1=C(C=CC(=C1)C1=C(C(=NC=C1C)OC)C)C1=C(C=NN1[C@@H]1COCC1)C(=O)OCC (ethyl 5-[2-fluoro-4-(2-methoxy-3,5-dimethylpyridin-4-yl)phenyl]-1-[(S)-tetrahydrofuran-3-yl]-1H-pyrazole-4-carboxylate). RXN SMILES: I[C:2]1[C:7]([CH3:8])=[CH:6][N:5]=[C:4]([O:9][CH3:10])[C:3]=1[CH3:11].C(=O)([O-])[O-].[Cs+].[Cs+].[F:18][C:19]1[CH:24]=[C:23](B2OC(C)(C)C(C)(C)O2)[CH:22]=[CH:21][C:20]=1[C:34]1[N:38]([C@H:39]2[CH2:43][CH2:42][O:41][CH2:40]2)[N:37]=[CH:36][C:35]=1[C:44]([O:46][CH2:47][CH3:48])=[O:45].COC1C=C(OC)C=CC=1CN1C2C=C(B(O)O)C=CC=2C2N(C3CCOCC3)N=CC=2C1=O>O1CCOCC1.C1C=CC([P]([Pd]([P](C2C=CC=CC=2)(C2C=CC=CC=2)C2C=CC=CC=2)([P](C2C=CC=CC=2)(C2C=CC=CC=2)C2C=CC=CC=2)[P](C2C=CC=CC=2)(C2C=CC=CC=2)C2C=CC=CC=2)(C2C=CC=CC=2)C2C=CC=CC=2)=CC=1.O>[F:18][C:19]1[CH:24]=[C:23]([C:2]2[C:7]([CH3:8])=[CH:6][N:5]=[C:4]([O:9][CH3:10])[C:3]=2[CH3:11])[CH:22]=[CH:21][C:20]=1[C:34]1[N:38]([C@H:39]2[CH2:43][CH2:42][O:41][CH2:40]2)[N:37]=[CH:36][C:35]=1[C:44]([O:46][CH2:47][CH3:48])=[O:45] |f:1.2.3,^1:92,94,113,132|. Procedure details: Water (170 mL), 4-iodo-2-methoxy-3,5-dimethylpyridine obtained in Preparation Example 29(3) (35.6 g), Pd(PPh3)4 (6.52 g) and cesium carbonate (110 g) were added to a solution of ethyl 5-[2-fluoro-4-(4,4,5,5-tetramethyl-1,3,2-dioxaborolan-2-yl)phenyl]-1-[(S)-tetrahydrofuran-3-yl]-1H-pyrazole-4-carboxylate obtained in Preparation Example 6 (51.9 g) in 1,4-dioxane (500 mL), and the reaction mixture was reacted at 110° C. for six hours. The reaction mixture was returned to room temperature, and the ... Reactants: O=C(O)Cc1cc(F)cc(F)c1, Cc1ccc(Cl)c(N)c1. The reagents and catalysts are CN(C)C(=[N+](C)C)ON1C2=C(C=CC=N2)N=N1.F[P-](F)(F)(F)(F)F (HATU), CCN(C(C)C)C(C)C (DIPEA). The solvent is CN(C)C=O (DMF), CN(C)C=O (DMF), CN(C)C=O (DMF), CN(C)C=O (DMF), CN(C)C=O (DMF), CN(C)C=O (DMF). Conditions: temperature 25 celsius, time 2 hour. Yields the product Cc1ccc(Cl)c(NC(=O)Cc2cc(F)cc(F)c2)c1. Yield: 23.9%. Reaction SMILES: Cc1ccc(Cl)c(N)c1.O=C(O)Cc1cc(F)cc(F)c1.CN(C)C(=[N+](C)C)ON1C2=C(C=CC=N2)N=N1.F[P-](F)(F)(F)(F)F.CCN(C(C)C)C(C)C.CN(C)C=O>>Cc1ccc(Cl)c(NC(=O)Cc2cc(F)cc(F)c2)c1. The reactants are O=[N+]([O-])c1cc(Br)ccc1F, CC#N, CCN(C(C)C)C(C)C, c1c[nH]cn1. The product is O=[N+]([O-])c1cc(Br)ccc1-n1ccnc1. As a reaction SMILES: [Br:1][c:2]1[cH:3][c:4]([N+:9](=[O:10])[O-:11])[c:5]([F:8])[cH:6][cH:7]1.[CH3:26][C:27]#[N:28].[CH:12]([N:13]([CH:14]([CH3:15])[CH3:16])[CH2:17][CH3:18])([CH3:19])[CH3:20].[nH:21]1[cH:22][n:23][cH:24][cH:25]1>>[Br:1][c:2]1[cH:3][c:4]([N+:9](=[O:10])[O-:11])[c:5](-[n:21]2[cH:22][n:23][cH:24][cH:25]2)[cH:6][cH:7]1.